Task: describe an organic reaction: reactants, conditions, products, and yield. Dataset: the Open Reaction Database (ORD), a public repository of structured organic reaction records Starting materials: C(CC(=O)O)(=O)O (Malonic acid), C(O)(O)=O.NNC(=N)N (Aminoguanidine bicarbonate), C(O)(O)=O.NC(=N)N (guanidine carbonate). The solvent is O (water). Conditions: temperature 90 celsius. Product: C(CC(=O)[O-])(=O)[O-].NC(=[NH2+])N.NC(=[NH2+])N (Guanidinium Malonate). As a reaction SMILES: [C:1]([OH:7])(=[O:6])[CH2:2][C:3]([OH:5])=[O:4].C(=O)(O)O.N[NH:13][C:14]([NH2:16])=[NH:15].C(=O)(O)O.[NH2:21][C:22]([NH2:24])=[NH:23]>O>[C:1]([O-:7])(=[O:6])[CH2:2][C:3]([O-:5])=[O:4].[NH2:15][C:14]([NH2:16])=[NH2+:13].[NH2:23][C:22]([NH2:24])=[NH2+:21] |f:1.2,3.4,6.7.8|. Reported procedure: Malonic acid (200.0 g, 1.922 mol) was weighed into a 2-liter beaker with a magnetic stir bar and dissolved in 1500 ml of distilled water. Aminoguanidine bicarbonate (313.9 g, 2.31 mol) and guanidine carbonate (138.5 g, 0.769 mol) were added in portions with stirring as to avoid bubbling over the sides of the beaker due to the evolution of carbon dioxide during the reaction. The reaction was stirred at room temperature overnight (approximately 24 hours). The water was removed from the reaction mi...